This data is from the Open Reaction Database (ORD), a public repository of structured organic reaction records. The task is: describe an organic reaction: reactants, conditions, products, and yield Reactants: C=CCN(C(=O)c1cc(Cl)cc(OCCN(C(=O)OC(C)(C)C)c2ccncc2)c1)C1CCCC1, B1C2CCCC1CCC2, [Na+], [OH-], OO. The product is CC(C)(C)OC(=O)N(CCOc1cc(Cl)cc(C(=O)N(CCCO)C2CCCC2)c1)c1ccncc1. RXN SMILES: [C:1]([CH3:2])([CH3:3])([CH3:4])[O:5][C:6]([N:7]([c:8]1[cH:9][cH:10][n:11][cH:12][cH:13]1)[CH2:14][CH2:15][O:16][c:17]1[cH:18][c:19]([C:24]([N:25]([CH:26]2[CH2:27][CH2:28][CH2:29][CH2:30]2)[CH2:31][CH:32]=[CH2:33])=[O:34])[cH:20][c:21]([Cl:23])[cH:22]1)=[O:35].[CH:36]12[CH2:37][CH2:38][CH2:39][CH:40]([BH:41]1)[CH2:42][CH2:43][CH2:44]2.[Na+:48].[OH-:47].[OH:45][OH:46]>>[C:1]([CH3:2])([CH3:3])([CH3:4])[O:5][C:6]([N:7]([c:8]1[cH:9][cH:10][n:11][cH:12][cH:13]1)[CH2:14][CH2:15][O:16][c:17]1[cH:18][c:19]([C:24]([N:25]([CH:26]2[CH2:27][CH2:28][CH2:29][CH2:30]2)[CH2:31][CH2:32][CH2:33][OH:45])=[O:34])[cH:20][c:21]([Cl:23])[cH:22]1)=[O:35]. Starting materials: Cl.FC1=CC=C(C=C1)C(CCCCN1CCC(CC1)C(C1=CC=CC=C1)(C1=CC=CC=C1)O)=O (4'-fluoro-5-[4-(α-hydroxy-α-phenylbenzyl)piperidino]valerophenone hydrochloride), [I-].[K+] (potassium iodide), FC1=CC=C(C=C1)C(CCCCN1CCC(CC1)C(C1=CC=CC=C1)(C1=CC=CC=C1)O)=O (4'-fluoro-5-[4-(α-hydroxy-α-phenylbenzyl)piperidino]valerophenone). Solvent: N1CCCCC1 (piperidine). Yields the product OC(C1=CC=CC=C1)(C1=CC=CC=C1)C1CCN(CC1)CCCCC(=O)C1=CC=C(C=C1)N1CCCCC1 (5-[4-(α-hydroxy-α-phenylbenzyl)piperidino]-4'-piperidinovalerophenone). RXN SMILES: F[C:2]1[CH:7]=[CH:6][C:5]([C:8](=[O:33])[CH2:9][CH2:10][CH2:11][CH2:12][N:13]2[CH2:18][CH2:17][CH:16]([C:19]([OH:32])([C:26]3[CH:31]=[CH:30][CH:29]=[CH:28][CH:27]=3)[C:20]3[CH:25]=[CH:24][CH:23]=[CH:22][CH:21]=3)[CH2:15][CH2:14]2)=[CH:4][CH:3]=1.Cl.FC1C=CC(C(=O)CCCC[N:47]2[CH2:52][CH2:51][CH:50](C(O)(C3C=CC=CC=3)C3C=CC=CC=3)[CH2:49][CH2:48]2)=CC=1.[I-].[K+]>N1CCCCC1>[OH:32][C:19]([CH:16]1[CH2:17][CH2:18][N:13]([CH2:12][CH2:11][CH2:10][CH2:9][C:8]([C:5]2[CH:6]=[CH:7][C:2]([N:47]3[CH2:52][CH2:51][CH2:50][CH2:49][CH2:48]3)=[CH:3][CH:4]=2)=[O:33])[CH2:14][CH2:15]1)([C:26]1[CH:31]=[CH:30][CH:29]=[CH:28][CH:27]=1)[C:20]1[CH:25]=[CH:24][CH:23]=[CH:22][CH:21]=1 |f:1.2,3.4|. Procedure details: A mixture of 15.6 g (0.35 mole) of 4'-fluoro-5-[4-(α-hydroxy-α-phenylbenzyl)piperidino]valerophenone, the free base of the compound of Example 2, and a small amount of potassium iodide in 100 ml of piperidine is refluxed for about 22 hours. The unreacted piperidine is removed under vacuum, and the remaining residue is triturated with water. The water is decanted and the residue is dissolved in methanol and then added to a large amount of water. The resulting precipitate is dissolved in a large v... Reactants: CCOC(=O)C(C)=Cc1ccc2cc(N)ccc2c1, Cl, [Na+], C1CCOC1, [OH-]. Reaction SMILES: [CH2:1]([CH3:2])[O:3][C:4]([C:5](=[CH:6][c:7]1[cH:8][cH:9][c:10]2[c:11]([cH:12]1)[cH:13][cH:14][c:15]([NH2:17])[cH:16]2)[CH3:18])=[O:19].[ClH:22].[Na+:21].[O:23]1[CH2:24][CH2:25][CH2:26][CH2:27]1.[OH-:20]>>[O:3]=[C:4]([C:5](=[CH:6][c:7]1[cH:8][cH:9][c:10]2[c:11]([cH:12]1)[cH:13][cH:14][c:15]([NH2:17])[cH:16]2)[CH3:18])[OH:19]. Yields the product CC(=Cc1ccc2cc(N)ccc2c1)C(=O)O. Reactants: FC(C=1C=C(C(=O)N2[C@@H](CNCC2)CC2=CC3=CC=CC=C3C=C2)C=C(C1)C(F)(F)F)(F)F ((2R)-1-[3,5-bis(trifluoromethyl)benzoyl]-2-(2-naphthylmethyl)piperazine), BrCCCO (3-bromopropanol), C([O-])([O-])=O.[K+].[K+] (potassium carbonate). The solvent is C(C)(=O)OCC (ethyl acetate), CN(C=O)C (N,N-dimethylformamide). Run at time 17 hour. Yields the product FC(C=1C=C(C(=O)N2[C@@H](CN(CC2)CCCO)CC2=CC3=CC=CC=C3C=C2)C=C(C1)C(F)(F)F)(F)F ((2R)-1-[3,5-bis(trifluoromethyl)benzoyl]-4-(3-hydroxypropyl)-2-(2-naphthylmethyl)piperazine). Yield: 105.8%. RXN SMILES: [F:1][C:2]([F:33])([F:32])[C:3]1[CH:4]=[C:5]([CH:25]=[C:26]([C:28]([F:31])([F:30])[F:29])[CH:27]=1)[C:6]([N:8]1[CH2:13][CH2:12][NH:11][CH2:10][C@H:9]1[CH2:14][C:15]1[CH:24]=[CH:23][C:22]2[C:17](=[CH:18][CH:19]=[CH:20][CH:21]=2)[CH:16]=1)=[O:7].Br[CH2:35][CH2:36][CH2:37][OH:38].C(=O)([O-])[O-].[K+].[K+]>CN(C)C=O.C(OCC)(=O)C>[F:31][C:28]([F:29])([F:30])[C:26]1[CH:25]=[C:5]([CH:4]=[C:3]([C:2]([F:1])([F:32])[F:33])[CH:27]=1)[C:6]([N:8]1[CH2:13][CH2:12][N:11]([CH2:35][CH2:36][CH2:37][OH:38])[CH2:10][C@H:9]1[CH2:14][C:15]1[CH:24]=[CH:23][C:22]2[C:17](=[CH:18][CH:19]=[CH:20][CH:21]=2)[CH:16]=1)=[O:7] |f:2.3.4|. Reported procedure: A mixture of (2R)-1-[3,5-bis(trifluoromethyl)benzoyl]-2-(2-naphthylmethyl)piperazine (1.0 g) and 3-bromopropanol (330 mg) in N,N-dimethylformamide (2.5 ml) was stirred at room temperature in the presence of powdered potassium carbonate (444 mg). After 17 hours, the reaction mixture was diluted with ethyl acetate (30 ml) and then washed successively with water and brine, and dried over magnesium sulfate. Evaporation of the solvent in vacuo gave (2R)-1-[3,5-bis(trifluoromethyl)benzoyl]-4-(3-hydrox... Reactants: C(=O)NC=1SC=C(N1)C(C(=O)O)=NOCCNC(=O)OC(C)(C)C (2-(2-Formamidothiazol-4-yl)-2-(2-tert-butoxycarbonylaminoethoxyimino)acetic acid), NC1[C@@H]2N(C(=C(CS2)C)C(=O)O)C1=O (7-amino-3-methyl-3-cephem-4-carboxylic acid). Yields the product C(=O)NC=1SC=C(N1)C(C(=O)NC1[C@@H]2N(C(=C(CS2)C)C(=O)O)C1=O)=NOCCNC(=O)OC(C)(C)C (7-[2-(2-formamidothiazol-4-yl)-2-(2-tert-butoxycarbonylaminoethoxyimino)acetamido]-3-methyl-3-cephem-4-carboxylic acid). Yield: 67.8%. Reaction SMILES: [CH:1]([NH:3][C:4]1[S:5][CH:6]=[C:7]([C:9](=[N:13][O:14][CH2:15][CH2:16][NH:17][C:18]([O:20][C:21]([CH3:24])([CH3:23])[CH3:22])=[O:19])[C:10]([OH:12])=O)[N:8]=1)=[O:2].[NH2:25][CH:26]1[C:37](=[O:38])[N:28]2[C:29]([C:34]([OH:36])=[O:35])=[C:30]([CH3:33])[CH2:31][S:32][C@H:27]12>>[CH:1]([NH:3][C:4]1[S:5][CH:6]=[C:7]([C:9](=[N:13][O:14][CH2:15][CH2:16][NH:17][C:18]([O:20][C:21]([CH3:24])([CH3:23])[CH3:22])=[O:19])[C:10]([NH:25][CH:26]2[C:37](=[O:38])[N:28]3[C:29]([C:34]([OH:36])=[O:35])=[C:30]([CH3:33])[CH2:31][S:32][C@H:27]23)=[O:12])[N:8]=1)=[O:2]. Procedure: 2-(2-Formamidothiazol-4-yl)-2-(2-tert-butoxycarbonylaminoethoxyimino)acetic acid (syn isomer, 2 g.) and 7-amino-3-methyl-3-cephem-4-carboxylic acid (1.6 g.) were treated in a similar manner to that of Example 21-(1) to give 7-[2-(2-formamidothiazol-4-yl)-2-(2-tert-butoxycarbonylaminoethoxyimino)acetamido]-3-methyl-3-cephem-4-carboxylic acid (syn isomer, 2.1 g.). The reactants are C(C)(C)(C)OC([C@@H](N)C)=O (L-Alanine-t-butyl ester), BrCC(OCC)OCC (2-bromo-1,1-diethoxyethane). Yields the product C(C)(C)(C)OC([C@@H](NCC(OCC)OCC)C)=O (N-(2,2-Diethoxyethyl)-L-alanine t-butyl ester). Reaction SMILES: [C:1]([O:5][C:6](=[O:10])[C@H:7]([CH3:9])[NH2:8])([CH3:4])([CH3:3])[CH3:2].Br[CH2:12][CH:13]([O:17][CH2:18][CH3:19])[O:14][CH2:15][CH3:16]>>[C:1]([O:5][C:6](=[O:10])[C@H:7]([CH3:9])[NH:8][CH2:12][CH:13]([O:17][CH2:18][CH3:19])[O:14][CH2:15][CH3:16])([CH3:4])([CH3:3])[CH3:2]. Reported procedure: L-Alanine-t-butyl ester was allowed to react with 2-bromo-1,1-diethoxyethane in substantially the same manner as in Working Example 52 to afford the title compound as a yellowish brown oily product.